This data is from the Open Reaction Database (ORD), a public repository of structured organic reaction records. The task is: describe an organic reaction: reactants, conditions, products, and yield Reactants: C(C1=CC=CC=C1)ONC(C[C@@H](CCCC1CCCCC1)C=1OC(=C(N1)C=O)C)=O ((3R)-N-(benzyloxy)-6-cyclohexyl-3-(4-formyl-5-methyl-1,3-oxazol-2-yl)hexanamide), N1CCOCC1 (morpholine). Product: C(C1=CC=CC=C1)ONC(C[C@@H](CCCC1CCCCC1)C=1OC(=C(N1)CN1CCOCC1)C)=O ((3R)-N-(benzyloxy)-6-cyclohexyl-3-[5-methyl-4-(4-morpholinylmethyl)-1,3-oxazol-2-yl]hexanamide). As a reaction SMILES: [CH2:1]([O:8][NH:9][C:10](=[O:30])[CH2:11][C@H:12]([C:22]1[O:23][C:24]([CH3:29])=[C:25]([CH:27]=O)[N:26]=1)[CH2:13][CH2:14][CH2:15][CH:16]1[CH2:21][CH2:20][CH2:19][CH2:18][CH2:17]1)[C:2]1[CH:7]=[CH:6][CH:5]=[CH:4][CH:3]=1.[NH:31]1[CH2:36][CH2:35][O:34][CH2:33][CH2:32]1>>[CH2:1]([O:8][NH:9][C:10](=[O:30])[CH2:11][C@H:12]([C:22]1[O:23][C:24]([CH3:29])=[C:25]([CH2:27][N:31]2[CH2:36][CH2:35][O:34][CH2:33][CH2:32]2)[N:26]=1)[CH2:13][CH2:14][CH2:15][CH:16]1[CH2:17][CH2:18][CH2:19][CH2:20][CH2:21]1)[C:2]1[CH:7]=[CH:6][CH:5]=[CH:4][CH:3]=1. Procedure: Method as for preparation 157 using (3R)-N-(benzyloxy)-6-cyclohexyl-3-(4-formyl-5-methyl-1,3-oxazol-2-yl)hexanamide (preparation 160) (300 mg, 0.73 mmol) and morpholine (64 μl, 0.73 mmol) as starting materials. The reactants are O=C([O-])[O-], COc1ccc(C2Sc3ccccc3NC(=O)C2O)cc1, CN(C)CCCl, CC(C)=O, Cl, [K+], [K+], O. Product: COc1ccc(C2Sc3ccccc3N(CCN(C)C)C(=O)C2O)cc1, Cl. As a reaction SMILES: [C:29](=[O:30])([O-:31])[O-:32].[CH3:1][O:2][c:3]1[cH:4][cH:5][c:6]([CH:9]2[S:10][c:11]3[c:12]([cH:18][cH:19][cH:20][cH:21]3)[NH:13][C:14](=[O:17])[CH:15]2[OH:16])[cH:7][cH:8]1.[CH3:23][N:24]([CH2:25][CH2:26][Cl:27])[CH3:28].[CH3:35][C:36](=[O:37])[CH3:38].[ClH:22].[K+:33].[K+:34].[OH2:39]>>[CH3:1][O:2][c:3]1[cH:4][cH:5][c:6]([CH:9]2[S:10][c:11]3[c:12]([cH:18][cH:19][cH:20][cH:21]3)[N:13]([CH2:26][CH2:25][N:24]([CH3:23])[CH3:28])[C:14](=[O:17])[CH:15]2[OH:16])[cH:7][cH:8]1.[ClH:27]. Starting materials: C[O-].[Na+] (sodium methoxide), C(C)OC(CC(C)=O)=O (ethyl-3-oxo-butanoate), [N+](=O)([O-])[O-].COC=1C=C(C=C(C1OC)OC)NC(=[NH2+])N (3,4,5-trimethoxyphenylguanidinium nitrate). The solvent is CO (methanol). The product is CC1=CC(NC(=N1)NC1=CC(=C(C(=C1)OC)OC)OC)=O (6-Methyl-2-(3,4,5-trimethoxyphenylamino)-4-(3H)pyrimidinone). The yield is 47.9%. RXN SMILES: C[O-].[Na+].C([O:6][C:7](=O)[CH2:8][C:9](=O)[CH3:10])C.[N+]([O-])([O-])=O.[CH3:17][O:18][C:19]1[CH:20]=[C:21]([NH:29][C:30]([NH2:32])=[NH2+:31])[CH:22]=[C:23]([O:27][CH3:28])[C:24]=1[O:25][CH3:26]>CO>[CH3:10][C:9]1[N:32]=[C:30]([NH:29][C:21]2[CH:22]=[C:23]([O:27][CH3:28])[C:24]([O:25][CH3:26])=[C:19]([O:18][CH3:17])[CH:20]=2)[NH:31][C:7](=[O:6])[CH:8]=1 |f:0.1,3.4|. Procedure details: To a solution of sodium methoxide (0.96 g, 1.79 mmol) in methanol was added ethyl-3-oxo-butanoate (0.23 g, 1.79 mmol) and 3,4,5-trimethoxyphenylguanidinium nitrate (0.5 g, 1.79 mmol). The mixture was stirred at reflux for 17 h. The reaction mixture was cooled to room temperature and evaporated in vacuo to give a dark grey solid. Recrystallisation from ethanol gave the title compound (0.25 g, 49%) as a light grey solid, m.p. 228-230° (dec). δH (d6DMSO) 2.12 (3H, s), 3.61 (3H, s), 3.74 (6H, s), 5.... The reactants are C#CC1OC(n2cnc3c(On4nnc5ccccc54)ncnc32)C(OC(C)=O)C1OC(C)=O, Nc1ccc(Cl)cc1F. Product: C#CC1OC(n2cnc3c(Nc4ccc(Cl)cc4F)ncnc32)C(OC(C)=O)C1OC(C)=O. Reaction SMILES: [C:1]([CH3:2])(=[O:3])[O:4][CH:5]1[CH:6]([n:16]2[c:17]3[n:18][cH:19][n:20][c:21]([O:25][n:26]4[c:27]5[cH:28][cH:29][cH:30][cH:31][c:32]5[n:33][n:34]4)[c:22]3[n:23][cH:24]2)[O:7][CH:8]([C:14]#[CH:15])[CH:9]1[O:10][C:11]([CH3:12])=[O:13].[F:35][c:36]1[c:37]([NH2:38])[cH:39][cH:40][c:41]([Cl:43])[cH:42]1>>[C:1]([CH3:2])(=[O:3])[O:4][CH:5]1[CH:6]([n:16]2[c:17]3[n:18][cH:19][n:20][c:21]([NH:38][c:37]4[c:36]([F:35])[cH:42][c:41]([Cl:43])[cH:40][cH:39]4)[c:22]3[n:23][cH:24]2)[O:7][CH:8]([C:14]#[CH:15])[CH:9]1[O:10][C:11]([CH3:12])=[O:13].